Dataset: the Open Reaction Database (ORD), a public repository of structured organic reaction records. Task: describe an organic reaction: reactants, conditions, products, and yield Reactants: CC(=O)Cl, CC1CC(=O)c2sccc2N1, CCO, ClCCl, c1ccncc1. Product: CC(=O)N1c2ccsc2C(=O)CC1C. Reaction SMILES: [CH3:18][C:19]([Cl:20])=[O:21].[CH3:1][CH:2]1[CH2:3][C:4](=[O:11])[c:5]2[c:6]([cH:8][cH:9][s:10]2)[NH:7]1.[CH3:22][CH2:23][OH:24].[Cl:25][CH2:26][Cl:27].[cH:12]1[cH:13][cH:14][n:15][cH:16][cH:17]1>>[CH3:1][CH:2]1[CH2:3][C:4](=[O:11])[c:5]2[c:6]([cH:8][cH:9][s:10]2)[N:7]1[C:19]([CH3:18])=[O:21]. Starting materials: Cl.C(C)OC(CCN)=O (β-alanine ethyl ester hydrochloride salt), C(C)(C)(C)OC(=O)NCC(=O)O (N-(tertbutoxycarbonyl)glycine), C1CCC(CC1)N=C=NC2CCCCC2 (DCCI), CN1CCOCC1 (4-methylmorpholine). The solvent is ClCCl (dichloromethane). Yields the product C(C)(C)(C)OC(=O)NCC(=O)NCCC(=O)OCC (ethyl 3-[(2-tertbutoxycarbonylaminoacetyl)amino]propanoate). Isolated yield 62.0%. RXN SMILES: Cl.[CH2:2]([O:4][C:5](=[O:9])[CH2:6][CH2:7][NH2:8])[CH3:3].[C:10]([O:14][C:15]([NH:17][CH2:18][C:19](O)=[O:20])=[O:16])([CH3:13])([CH3:12])[CH3:11].C1CCC(N=C=NC2CCCCC2)CC1.CN1CCOCC1>ClCCl>[C:10]([O:14][C:15]([NH:17][CH2:18][C:19]([NH:8][CH2:7][CH2:6][C:5]([O:4][CH2:2][CH3:3])=[O:9])=[O:20])=[O:16])([CH3:13])([CH3:12])[CH3:11] |f:0.1|. Procedure: A solution of β-alanine ethyl ester hydrochloride salt (5) (3.07 g; 0.02 mmol), N-(tertbutoxycarbonyl)glycine (3.5 g; 0.02 mmol), DCCI (4.12 g; 0.02 mmol) and 4-methylmorpholine (2.2 ml) in dichloromethane (60 ml) was stirred overnight under argon atmosphere at ambient temperature. After filtration the residue was purified by flash chromatography eluting with dichloromethane/ethanol (96/4) to give ethyl 3-[(2-tertbutoxycarbonylaminoacetyl)amino]propanoate (6).